From a dataset of the Open Reaction Database (ORD), a public repository of structured organic reaction records. describe an organic reaction: reactants, conditions, products, and yield Starting materials: CC(C)(C)NS(=O)(=O)c1ccc(-c2cccc(-c3nc(-c4ccc(Cl)cc4Cl)cc(C(F)(F)F)n3)c2)s1, ClCCl, O=C(O)C(F)(F)F. The product is NS(=O)(=O)c1ccc(-c2cccc(-c3nc(-c4ccc(Cl)cc4Cl)cc(C(F)(F)F)n3)c2)s1. As a reaction SMILES: [C:1]([CH3:2])([CH3:3])([CH3:4])[NH:5][S:6](=[O:7])(=[O:8])[c:9]1[s:10][c:11](-[c:14]2[cH:15][c:16](-[c:20]3[n:21][c:22](-[c:30]4[c:31]([Cl:37])[cH:32][c:33]([Cl:36])[cH:34][cH:35]4)[cH:23][c:24]([C:26]([F:27])([F:28])[F:29])[n:25]3)[cH:17][cH:18][cH:19]2)[cH:12][cH:13]1.[Cl:45][CH2:46][Cl:47].[F:38][C:39]([F:40])([F:41])[C:42]([OH:43])=[O:44]>>[NH2:5][S:6](=[O:7])(=[O:8])[c:9]1[s:10][c:11](-[c:14]2[cH:15][c:16](-[c:20]3[n:21][c:22](-[c:30]4[c:31]([Cl:37])[cH:32][c:33]([Cl:36])[cH:34][cH:35]4)[cH:23][c:24]([C:26]([F:27])([F:28])[F:29])[n:25]3)[cH:17][cH:18][cH:19]2)[cH:12][cH:13]1. Conditions: temperature 140 celsius, time 30 second. The reactants are BrC1=CC=C(C=C1)N1N=CC=C1C1=CC(=C(C=C1)OC)O[C@H]1COCC1 (1-(4-Bromophenyl)-5-{4-methoxy-3-[(3R)-tetrahydrofuran-3-yloxy]phenyl}-1H-pyrazole), COC1=NC=C(C=C1)B(O)O (2-methoxy-5-pyridineboronic acid), COCCOC (DME), C([O-])([O-])=O.[Na+].[Na+] (sodium carbonate), mixture. The solvent is O (water), C(C)O (ethanol), C(C)(=O)OCC (ethyl acetate), O (water). Procedure: 1-(4-Bromophenyl)-5-{4-methoxy-3-[(3R)-tetrahydrofuran-3-yloxy]phenyl}-1H-pyrazole (52.0 mg, 0.125 mmol), bis(triphenylphosphine)palladium(II) chloride (20 mg, 0.02 mmol), 0.1 mL of 2.00 M aqueous sodium carbonate, 2 mL of a mixture of DME, water and ethanol in a 7:3:2 ratio, and 2-methoxy-5-pyridineboronic acid (21.1 mg, 0.138 mmol) were combined in a 2.0-5.0 mL Smith Process vial. This was sealed and placed into a Personal Chemistry Emrys Optimizer, stirred for 30 seconds, and then heated to 1... The reagents and catalysts are Cl[Pd]([P](C1=CC=CC=C1)(C2=CC=CC=C2)C3=CC=CC=C3)([P](C4=CC=CC=C4)(C5=CC=CC=C5)C6=CC=CC=C6)Cl (bis(triphenylphosphine)palladium(II) chloride). Product: COC1=NC=C(C=C1)C1=CC=C(C=C1)N1N=CC=C1C1=CC(=C(C=C1)OC)O[C@H]1COCC1 (2-methoxy-5-[4-(5-{4-methoxy-3-[(3R)-tetrahydrofuran-3-yloxy]phenyl}-1H-pyrazol-1-yl)phenyl]pyridine). Yield: 81.2%. As a reaction SMILES: Br[C:2]1[CH:7]=[CH:6][C:5]([N:8]2[C:12]([C:13]3[CH:18]=[CH:17][C:16]([O:19][CH3:20])=[C:15]([O:21][C@@H:22]4[CH2:26][CH2:25][O:24][CH2:23]4)[CH:14]=3)=[CH:11][CH:10]=[N:9]2)=[CH:4][CH:3]=1.C(=O)([O-])[O-].[Na+].[Na+].COCCOC.[CH3:39][O:40][C:41]1[CH:46]=[CH:45][C:44](B(O)O)=[CH:43][N:42]=1>Cl[Pd](Cl)([P](C1C=CC=CC=1)(C1C=CC=CC=1)C1C=CC=CC=1)[P](C1C=CC=CC=1)(C1C=CC=CC=1)C1C=CC=CC=1.C(OCC)(=O)C.O.C(O)C>[CH3:39][O:40][C:41]1[CH:46]=[CH:45][C:44]([C:2]2[CH:7]=[CH:6][C:5]([N:8]3[C:12]([C:13]4[CH:18]=[CH:17][C:16]([O:19][CH3:20])=[C:15]([O:21][C@@H:22]5[CH2:26][CH2:25][O:24][CH2:23]5)[CH:14]=4)=[CH:11][CH:10]=[N:9]3)=[CH:4][CH:3]=2)=[CH:43][N:42]=1 |f:1.2.3,^1:52,71|. Starting materials: BrC=1C(=CC2=C(C=C(C=C2C1)Br)Cl)O (3,6-dibromo-8-chloro-2-naphthol), CC(C)(C)[Si](C)(C)Cl (TBDMS-Cl). The product is C(C)(C)(C)[Si](C)(C)OC1=CC2=C(C=C(C=C2C=C1Br)Br)Cl (tert-Butyl[(3,6-dibromo-8-chloro-2-naphthyl)oxy]dimethylsilane), white solid. Isolated yield 84.0%. Reaction SMILES: [Br:1][C:2]1[C:3]([OH:14])=[CH:4][C:5]2[C:10]([CH:11]=1)=[CH:9][C:8]([Br:12])=[CH:7][C:6]=2[Cl:13].[CH3:15][C:16]([Si:19](Cl)([CH3:21])[CH3:20])([CH3:18])[CH3:17]>>[C:16]([Si:19]([O:14][C:3]1[C:2]([Br:1])=[CH:11][C:10]2[C:5](=[C:6]([Cl:13])[CH:7]=[C:8]([Br:12])[CH:9]=2)[CH:4]=1)([CH3:21])[CH3:20])([CH3:18])([CH3:17])[CH3:15]. Reported procedure: The title compound was prepared by reacting 3,6-dibromo-8-chloro-2-naphthol (3.00 g, 8.92 mmol) with TBDMS-Cl (1.75 g, 150.7 mmol) according to method F to yield 3.36 g (84%) of a white solid: mp 58-64° C.; 1H NMR (CDCl3): δ 0.34 (6H, s), 1.08 (9H, s), 7.57 (1H, s), 7.62 (1H, d, J=1.72 Hz), 7.75 (1H, d, J=1.24 Hz), 7.97 (1H, s); MS (ESI) m/z333/335/337 (M−H)−. Starting materials: Brc1ccc2nc(N3CCC(N4CCCCC4)C3)sc2c1, CC(C)(C)P(C(C)(C)C)C(C)(C)C, C[Si](C)(C)[N-][Si](C)(C)C, Cc1ccccc1, Cl, [Li+], [Na+], [OH-]. Yields the product Nc1ccc2nc(N3CCC(N4CCCCC4)C3)sc2c1. Reaction SMILES: [Br:1][c:2]1[cH:3][c:4]2[c:5]([n:6][c:7]([N:9]3[CH2:10][CH:11]([N:14]4[CH2:15][CH2:16][CH2:17][CH2:18][CH2:19]4)[CH2:12][CH2:13]3)[s:8]2)[cH:20][cH:21]1.[C:22]([P:23]([C:24]([CH3:25])([CH3:26])[CH3:27])[C:28]([CH3:29])([CH3:30])[CH3:31])([CH3:32])([CH3:33])[CH3:34].[CH3:35][Si:36]([N-:39][Si:37]([CH3:38])([CH3:40])[CH3:41])([CH3:42])[CH3:43].[CH3:48][c:49]1[cH:50][cH:51][cH:52][cH:53][cH:54]1.[ClH:45].[Li+:44].[Na+:47].[OH-:46]>>[c:2]1([NH2:39])[cH:3][c:4]2[c:5]([n:6][c:7]([N:9]3[CH2:10][CH:11]([N:14]4[CH2:15][CH2:16][CH2:17][CH2:18][CH2:19]4)[CH2:12][CH2:13]3)[s:8]2)[cH:20][cH:21]1. Reactants: CCOC(C)=O, [Cl-], COC(=O)c1cc([N+](=O)[O-])ccc1Cc1ccc(F)cc1, O, O. Product: COC(=O)c1cc(N)ccc1Cc1ccc(F)cc1. Reaction SMILES: [CH3:25][CH2:26][O:27][C:28](=[O:29])[CH3:30].[Cl-:24].[N+:1]([O-:2])(=[O:3])[c:4]1[cH:5][c:6]([C:7](=[O:8])[O:9][CH3:10])[c:11]([CH2:14][c:15]2[cH:16][cH:17][c:18]([F:21])[cH:19][cH:20]2)[cH:12][cH:13]1.[OH2:22].[OH2:23]>>[NH2:1][c:4]1[cH:5][c:6]([C:7](=[O:8])[O:9][CH3:10])[c:11]([CH2:14][c:15]2[cH:16][cH:17][c:18]([F:21])[cH:19][cH:20]2)[cH:12][cH:13]1. Starting materials: Br(=O)(=O)[O-].[Na+] (sodium bromate), C(C1=CC=CC=C1)O (benzyl alcohol). The product is C(C1=CC=CC=C1)(=O)O (benzoic acid). Reaction SMILES: Br([O-])(=O)=[O:2].[Na+].[CH2:6]([OH:13])[C:7]1[CH:12]=[CH:11][CH:10]=[CH:9][CH:8]=1>C(#N)C.O>[C:6]([OH:2])(=[O:13])[C:7]1[CH:12]=[CH:11][CH:10]=[CH:9][CH:8]=1 |f:0.1,3.4|. Procedure: The separated catalyst was added to a fresh batch of sodium bromate (0.3 g) and benzyl alcohol (0.216 g, 2 mmol) in acetonitrile:water (5:7, 12 ml). The above procedure was repeated to give benzoic acid as a white solid (0.22 g, 90%). Isolated yield 90.6%. The solvent is C(C)#N.O (acetonitrile water). Starting materials: CCOC(=O)c1ccc(F)cn1, Cc1ccccc1, CC(C)C[AlH]CC(C)C, ClCCl. The product is O=Cc1ccc(F)cn1. Reaction SMILES: [CH2:1]([O:3][C:4](=[O:2])[c:6]1[n:7][cH:8][c:9]([F:12])[cH:10][cH:11]1)[CH3:5].[CH3:13][c:14]1[cH:15][cH:16][cH:17][cH:18][cH:19]1.[CH3:23][CH:24]([CH2:25][AlH:26][CH2:27][CH:28]([CH3:29])[CH3:30])[CH3:31].[Cl:20][CH2:21][Cl:22]>>[O:3]=[CH:4][c:6]1[n:7][cH:8][c:9]([F:12])[cH:10][cH:11]1. Reactants: O (water), C(C)(C)N(CC)C(C)C (diisopropylethylamine), CS(=O)(=O)Cl (methanesulphonyl chloride), OCCOC(C1=CC=C(C#N)C=C1)C=1NC=NC1 (4-[(2-hydroxyethoxy)-(3H-imidazol-4-yl)methyl]benzonitrile). Run in ClCCl (dichloromethane). Conditions: temperature 0 celsius, time 3 hour. The product is CS(=O)(=O)OCCOC(C=1NC=NC1)C1=CC=C(C=C1)C#N (2-[(4-Cyanophenyl)-(3H-imidazol-4-yl)methoxy]ethyl methanesulphonate). Reaction SMILES: C(N(C(C)C)CC)(C)C.[CH3:10][S:11](Cl)(=[O:13])=[O:12].[OH:15][CH2:16][CH2:17][O:18][CH:19]([C:28]1[NH:29][CH:30]=[N:31][CH:32]=1)[C:20]1[CH:27]=[CH:26][C:23]([C:24]#[N:25])=[CH:22][CH:21]=1.O>ClCCl>[CH3:10][S:11]([O:15][CH2:16][CH2:17][O:18][CH:19]([C:20]1[CH:27]=[CH:26][C:23]([C:24]#[N:25])=[CH:22][CH:21]=1)[C:28]1[NH:29][CH:30]=[N:31][CH:32]=1)(=[O:13])=[O:12]. Procedure details: 1.44 mmol of diisopropylethylamine and 1.20 mmol of methanesulphonyl chloride are added to a solution of 1.20 mmol of 4-[(2-hydroxyethoxy)-(3H-imidazol-4-yl)methyl]benzonitrile in 10 ml of dichloromethane at 0° C. The reaction mixture is stirred at 0° C. for 3 hours, tipped into water and extracted with dichloromethane. The combined organic phases are washed with brine, dried over sodium sulphate and evaporated. The crude title compound is used without further purification in the next stage.